Task: describe an organic reaction: reactants, conditions, products, and yield. Dataset: the Open Reaction Database (ORD), a public repository of structured organic reaction records Starting materials: S=C=NCCCBr, C1CN2CCC1CC2, CC#N. The product is [Br-], S=C=NCCC[N+]12CCC(CC1)CC2. As a reaction SMILES: [Br:9][CH2:10][CH2:11][CH2:12][N:13]=[C:14]=[S:15].[CH2:1]1[CH2:2][N:3]2[CH2:4][CH2:5][CH:6]1[CH2:7][CH2:8]2.[CH3:16][C:17]#[N:18]>>[Br-:9].[CH2:1]1[CH2:2][N+:3]2([CH2:10][CH2:11][CH2:12][N:13]=[C:14]=[S:15])[CH2:4][CH2:5][CH:6]1[CH2:7][CH2:8]2. Reactants: B, C1CCOC1, CSC, C=CCC(Oc1ccc(OC)c(OC)c1)c1ccc(C#N)cc1, O. Yields the product COc1ccc(OC(CCCO)c2ccc(C#N)cc2)cc1OC. Reaction SMILES: [BH3:4].[CH2:29]1[O:30][CH2:31][CH2:32][CH2:33]1.[CH3:1][S:2][CH3:3].[CH3:5][O:6][c:7]1[cH:8][c:9]([O:10][CH:11]([CH2:12][CH:13]=[CH2:14])[c:15]2[cH:16][cH:17][c:18]([C:19]#[N:20])[cH:21][cH:22]2)[cH:23][cH:24][c:25]1[O:26][CH3:27].[OH2:28]>>[CH3:5][O:6][c:7]1[cH:8][c:9]([O:10][CH:11]([CH2:12][CH2:13][CH2:14][OH:28])[c:15]2[cH:16][cH:17][c:18]([C:19]#[N:20])[cH:21][cH:22]2)[cH:23][cH:24][c:25]1[O:26][CH3:27]. Starting materials: BrC=1C(=NC=C(N1)C(F)(F)F)N[C@@H]1[C@H](CCC1)NC(OC(C)(C)C)=O (tert-butyl N-[(1S,2S)-2-{[3-bromo-5-(trifluoromethyl)pyrazin-2-yl]amino}cyclopentyl]carbamate), C(=C)B1OC(C(O1)(C)C)(C)C (2-ethenyl-4,4,5,5-tetramethyl-1,3,2-dioxaborolane), C([O-])([O-])=O.[K+].[K+] (potassium carbonate). The reagents and catalysts are C=1C=CC(=CC1)[P](C=2C=CC=CC2)(C=3C=CC=CC3)[Pd]([P](C=4C=CC=CC4)(C=5C=CC=CC5)C=6C=CC=CC6)([P](C=7C=CC=CC7)(C=8C=CC=CC8)C=9C=CC=CC9)[P](C=1C=CC=CC1)(C=1C=CC=CC1)C=1C=CC=CC1 (tetrakis(triphenylphosphine)palladium). Run in O1CCOCC1 (1,4-dioxane), O (water). Product: C(=C)C=1C(=NC=C(N1)C(F)(F)F)N[C@@H]1[C@H](CCC1)NC(OC(C)(C)C)=O (tert-Butyl N-[(1S,2S)-2-{[3-ethenyl-5-(trifluoromethyl)pyrazin-2-yl]amino}cyclopentyl]carbamate). Reaction SMILES: Br[C:2]1[C:3]([NH:12][C@H:13]2[CH2:17][CH2:16][CH2:15][C@@H:14]2[NH:18][C:19](=[O:25])[O:20][C:21]([CH3:24])([CH3:23])[CH3:22])=[N:4][CH:5]=[C:6]([C:8]([F:11])([F:10])[F:9])[N:7]=1.[CH:26](B1OC(C)(C)C(C)(C)O1)=[CH2:27].C(=O)([O-])[O-].[K+].[K+]>O1CCOCC1.O.C1C=CC([P]([Pd]([P](C2C=CC=CC=2)(C2C=CC=CC=2)C2C=CC=CC=2)([P](C2C=CC=CC=2)(C2C=CC=CC=2)C2C=CC=CC=2)[P](C2C=CC=CC=2)(C2C=CC=CC=2)C2C=CC=CC=2)(C2C=CC=CC=2)C2C=CC=CC=2)=CC=1>[CH:26]([C:2]1[C:3]([NH:12][C@H:13]2[CH2:17][CH2:16][CH2:15][C@@H:14]2[NH:18][C:19](=[O:25])[O:20][C:21]([CH3:24])([CH3:23])[CH3:22])=[N:4][CH:5]=[C:6]([C:8]([F:11])([F:10])[F:9])[N:7]=1)=[CH2:27] |f:2.3.4,^1:53,55,74,93|. Reported procedure: A suspension of tert-butyl N-[(1S,2S)-2-{[3-bromo-5-(trifluoromethyl)pyrazin-2-yl]amino}cyclopentyl]carbamate (650 mg, 1.53 mmol), 2-ethenyl-4,4,5,5-tetramethyl-1,3,2-dioxaborolane (CAS number 75927-49-0; 942 mg, 6.11 mmol), tetrakis(triphenylphosphine)palladium (177 mg, 0.15 mmol) and potassium carbonate (845 mg, 6.11 mmol) in 1,4-dioxane (5 ml) and water (0.8 ml) was subjected to microwave irradiation at 120° C. for 1 hour. The reaction was partitioned between ethyl acetate (10 ml) and water (... The reactants are C1(=CC=CC=C1)C(=O)CC1=CC=CC=C1 (deoxybenzoin), [OH-].[Na+] (sodium hydroxide), [H-].[Al+3].[Li+].[H-].[H-].[H-] (lithium aluminum hydride), O (water). The solvent is C(C)OCC (diethyl ether), C(C)OCC (diethyl ether). Yields the product C1(=CC=CC=C1)C(CC1=CC=CC=C1)O (1,2-Diphenylethanol). Reaction SMILES: [H-].[Al+3].[Li+].[H-].[H-].[H-].[C:7]1([C:13]([CH2:15][C:16]2[CH:21]=[CH:20][CH:19]=[CH:18][CH:17]=2)=[O:14])[CH:12]=[CH:11][CH:10]=[CH:9][CH:8]=1.O.[OH-].[Na+]>C(OCC)C>[C:7]1([CH:13]([OH:14])[CH2:15][C:16]2[CH:17]=[CH:18][CH:19]=[CH:20][CH:21]=2)[CH:12]=[CH:11][CH:10]=[CH:9][CH:8]=1 |f:0.1.2.3.4.5,8.9|. Procedure details: To a stirring suspension of 1.20 g of lithium aluminum hydride in 100 mL of diethyl ether under an argon atmosphere at 0° C. Is slowly added a solution of 5.50 g of commercially available deoxybenzoin in 25.0 mL of diethyl ether. After 0.5 hours the grey suspension is warmed to room temperature. After 1 hour the reaction mixture is re-cooled to 0° C. and slowly treated with 1.25 mL of water followed by 5.50 mL of 1N sodium hydroxide. After 0.5 hour the resulting white precipitant is filtered thr... Reactants: NC1=CC=C(C=C1)N1N=C(C=C1C(F)(F)F)C(F)(F)F (1-(4′-aminophenyl)-3,5-bis(trifluoromethyl)pyrazole), C(Cl)Cl (methylene chloride), C(C)(C)N(CC)C(C)C (diisopropylethyl amine), N1(CCOCC1)C(=O)Cl (4-morpholine carbonylchloride). Solvent: C(C)(=O)OCC (ethyl acetate). Reaction conditions: time 6 day. Yields the product FC(C1=NN(C(=C1)C(F)(F)F)C1=CC=C(C=C1)NC(=O)N1CCOCC1)(F)F (Morpholine-4-carboxylic Acid {4-[3.5-bis(trifluoromethyl)pyrazol-1-yl]phenyl}amide). The yield is 19.6%. As a reaction SMILES: [NH2:1][C:2]1[CH:7]=[CH:6][C:5]([N:8]2[C:12]([C:13]([F:16])([F:15])[F:14])=[CH:11][C:10]([C:17]([F:20])([F:19])[F:18])=[N:9]2)=[CH:4][CH:3]=1.C(Cl)Cl.C(N(C(C)C)CC)(C)C.[N:33]1([C:39](Cl)=[O:40])[CH2:38][CH2:37][O:36][CH2:35][CH2:34]1>C(OCC)(=O)C>[F:18][C:17]([F:20])([F:19])[C:10]1[CH:11]=[C:12]([C:13]([F:14])([F:15])[F:16])[N:8]([C:5]2[CH:4]=[CH:3][C:2]([NH:1][C:39]([N:33]3[CH2:38][CH2:37][O:36][CH2:35][CH2:34]3)=[O:40])=[CH:7][CH:6]=2)[N:9]=1. Procedure details: To a solution of 1-(4′-aminophenyl)-3,5-bis(trifluoromethyl)pyrazole (0.300 g, 1.02 mmol) in of methylene chloride (5 mL) was added diisopropylethyl amine (0.18 mL, 1.0 mmol) followed by 4-morpholine carbonylchloride (0.11 mL, 1.0 mmol). The mixture was stirred at rt for 6 days, and diluted with ethyl acetate. It was then washed twice with water, dried over sodium sulfate and evaporated. Chromatography of the residue over silica gel (50% EtOAc/hexanes) gave the above-named compound (0.080 g, 19.... Reactants: C(#N)C=1C=C2C(=NN(C2=CC1)C1OCCCC1)C=1C=C(C(=O)O)C=CC1 (3-(5-cyano-1-perhydro-2H-pyran-2-yl-1H-indazol-3-yl)benzoic acid), C=1C=CC2=C(C1)N=NN2O (HOBT), CCN=C=NCCCN(C)C (EDCI), C(C)(C)(C)N (tert-butylamine). Reaction SMILES: C([C:3]1[CH:4]=[C:5]2[C:9](=[CH:10][CH:11]=1)[N:8]([CH:12]1[CH2:17][CH2:16][CH2:15][CH2:14][O:13]1)[N:7]=[C:6]2[C:18]1[CH:19]=[C:20]([CH:24]=[CH:25][CH:26]=1)[C:21](O)=[O:22])#N.C1C=CC2N(O)N=[N:33][C:31]=2C=1.CCN=C=NCCCN(C)C.[C:48]([NH2:52])([CH3:51])([CH3:50])[CH3:49]>>[C:48]([NH:52][C:21]([C:20]1[CH:24]=[CH:25][CH:26]=[C:18]([C:6]2[C:5]3[C:9](=[CH:10][CH:11]=[CH:3][CH:4]=3)[N:8]([CH:12]3[CH2:17][CH2:16][CH:15]([C:31]#[N:33])[CH2:14][O:13]3)[N:7]=2)[CH:19]=1)=[O:22])([CH3:51])([CH3:50])[CH3:49]. Procedure details: Following Example 357, the reaction of 3-(5-cyano-1-perhydro-2H-pyran-2-yl-1H-indazol-3-yl)benzoic acid (0.8 g, 2.3 mmol), HOBT (1.16 g, 8.62 mmol), EDCI (1.64 g, 8.62 mmol) and tert-butylamine (0.73 mL, 0.5 g, 6.9 mmol) furnished 0.72 g (74% yield) of the title compound. ES-MS (m/z) 403 [M+H]+. Yield: 77.8%. Yields the product C(C)(C)(C)NC(=O)C1=CC(=CC=C1)C1=NN(C2=CC=CC=C12)C1OCC(CC1)C#N (N-(tert-Butyl)[3-(5-cyano-1-perhydro-2H-pyran-2-yl(1H-indazol-3-yl))phenyl]carboxamide). The reactants are CC(C)(C)n1nc(CCC=O)cc1-c1ccc(Cl)cc1, Cc1cccc(N2CCNCC2)c1C, CCN(C(C)C)C(C)C. Yields the product Cc1cccc(N2CCN(CCCc3cc(-c4ccc(Cl)cc4)n(C(C)(C)C)n3)CC2)c1C. Reaction SMILES: [C:1]([CH3:2])([CH3:3])([CH3:4])[n:5]1[n:6][c:7]([CH2:17][CH2:18][CH:19]=[O:20])[cH:8][c:9]1-[c:10]1[cH:11][cH:12][c:13]([Cl:16])[cH:14][cH:15]1.[CH3:21][c:22]1[c:23]([N:29]2[CH2:30][CH2:31][NH:32][CH2:33][CH2:34]2)[cH:24][cH:25][cH:26][c:27]1[CH3:28].[CH:35]([N:36]([CH2:37][CH3:38])[CH:39]([CH3:40])[CH3:41])([CH3:42])[CH3:43]>>[C:1]([CH3:2])([CH3:3])([CH3:4])[n:5]1[n:6][c:7]([CH2:17][CH2:18][CH2:19][N:32]2[CH2:31][CH2:30][N:29]([c:23]3[c:22]([CH3:21])[c:27]([CH3:28])[cH:26][cH:25][cH:24]3)[CH2:34][CH2:33]2)[cH:8][c:9]1-[c:10]1[cH:11][cH:12][c:13]([Cl:16])[cH:14][cH:15]1. Reactants: C(CCC)N1C(=NC=C1)CC1=CC=C(C=C1)NN ((4-(1-butyl-1H-imidazol-2-ylmethyl)phenyl]hydrazine), CC=1C=C(C=C(C1)C)C=1NC2=CC=C(C=C2C1CCNCCCCC1=CC=C(C=C1)NS(=O)(=O)C)C(=O)N1CCOCC1 (N-[4-[4-[2-[2-(3,5-dimethylphenyl)-5-(morpholine-4-carbonyl)-1H-indol-3yl]ethylamino]butyl]phenyl]-methanesulfonamide). Run in COCCO (2-methoxyethanol). Yields the product C(CCC)N1C(=NC=C1)CC=1C=C2C(=C(NC2=CC1)C1=CC(=CC(=C1)C)C)CCN (2-[5-(1-butyl-1H-imidazol-2-ylmethyl)-2-(3,5-dimethylphenyl)-1H-indol-3-yl]ethylamine). The yield is 8.7%. RXN SMILES: [CH2:1]([N:5]1[CH:9]=[CH:8][N:7]=[C:6]1[CH2:10][C:11]1[CH:16]=[CH:15][C:14]([NH:17]N)=[CH:13][CH:12]=1)[CH2:2][CH2:3][CH3:4].[CH3:19][C:20]1[CH:21]=[C:22]([C:27]2[NH:28][C:29]3[C:34]([C:35]=2CCNCCCCC2C=CC(NS(C)(=O)=O)=CC=2)=CC(C(N2CCOCC2)=O)=CC=3)[CH:23]=[C:24]([CH3:26])[CH:25]=1>COCCO>[CH2:1]([N:5]1[CH:9]=[CH:8][N:7]=[C:6]1[CH2:10][C:11]1[CH:16]=[C:15]2[C:14](=[CH:13][CH:12]=1)[NH:17][C:27]([C:22]1[CH:21]=[C:20]([CH3:19])[CH:25]=[C:24]([CH3:26])[CH:23]=1)=[C:35]2[CH2:34][CH2:29][NH2:28])[CH2:2][CH2:3][CH3:4]. Procedure details: A solution of 350 mg (1.43 mmol) of (4-(1-butyl-1H-imidazol-2-ylmethyl)phenyl]hydrazine and 362 mg (1.72 mmol) of 3-chloropropyl 3,5-dimethylphenyl ketone (EXAMPLE 4) in 3 mL of 2-methoxyethanol was stirred at reflux under nitrogen for 3 hours. The solution was then cooled and concentrated in vacuo. Purification of the residue by flash chromatography on silica gel (elution with 95:5 CH2Cl2-MeOH followed by 95:5:0.5 CH2Cl2-MeOH-concd. NH4OH) gave 50 mg (9%) of material that was satisfactory for u...